Dataset: the Open Reaction Database (ORD), a public repository of structured organic reaction records. Task: describe an organic reaction: reactants, conditions, products, and yield Reactants: O=C([O-])[O-], CCOC(=O)Nc1cnn(C)c1S(N)(=O)=O, CC(C)=O, CC(C)N=C=S, [K+], [K+]. Yields the product CC(C)NC1=NS(=O)(=O)c2c(cnn2C)N1. Reaction SMILES: [C:17](=[O:18])([O-:19])[O-:20].[CH3:1][n:2]1[n:3][cH:4][c:5]([NH:11][C:12]([O:13][CH2:14][CH3:15])=[O:16])[c:6]1[S:7](=[O:8])(=[O:9])[NH2:10].[CH3:29][C:30](=[O:31])[CH3:32].[CH:23]([CH3:24])([CH3:25])[N:26]=[C:27]=[S:28].[K+:21].[K+:22]>>[CH3:1][n:2]1[n:3][cH:4][c:5]2[c:6]1[S:7](=[O:8])(=[O:9])[N:10]=[C:12]([NH:26][CH:23]([CH3:24])[CH3:25])[NH:11]2. As a reaction SMILES: [CH3:38][CH2:39][N:40]=[C:41]=[N:42][CH2:43][CH2:44][CH2:45][N:46]([CH3:47])[CH3:48].[CH:1]([N:2]([CH2:3][CH3:4])[CH:5]([CH3:6])[CH3:7])([CH3:8])[CH3:9].[ClH:49].[F:50][c:51]1[c:52]([O:53][CH:54]2[CH2:55][NH:56][CH2:57][CH2:58]2)[cH:59][c:60]([F:63])[cH:61][cH:62]1.[O:64]=[CH:65][N:66]([CH3:67])[CH3:68].[OH2:69].[OH:28][n:29]1[c:30]2[c:31]([cH:32][cH:33][cH:34][cH:35]2)[n:36][n:37]1.[c:10]1(-[c:16]2[cH:17][c:18]([C:21](=[O:22])[NH:23][CH2:24][C:25](=[O:26])[OH:27])[n:19][nH:20]2)[cH:11][cH:12][cH:13][cH:14][cH:15]1>>[c:10]1(-[c:16]2[cH:17][c:18]([C:21](=[O:22])[NH:23][CH2:24][C:25](=[O:27])[N:56]3[CH2:55][CH:54]([O:53][c:52]4[c:51]([F:50])[cH:62][cH:61][c:60]([F:63])[cH:59]4)[CH2:58][CH2:57]3)[n:19][nH:20]2)[cH:11][cH:12][cH:13][cH:14][cH:15]1. Reactants: CCN=C=NCCCN(C)C, CCN(C(C)C)C(C)C, Cl, Fc1ccc(F)c(OC2CCNC2)c1, CN(C)C=O, O, On1nnc2ccccc21, O=C(O)CNC(=O)c1cc(-c2ccccc2)[nH]n1. Yields the product O=C(NCC(=O)N1CCC(Oc2cc(F)ccc2F)C1)c1cc(-c2ccccc2)[nH]n1. Starting materials: CC(C)(C)OC(=O)OC(=O)[O-], CO, [N-]=[N+]=NO, [OH-], [OH-], [Pd+2]. The product is CC(C)(C)OC(=O)NO. As a reaction SMILES: [C:5]([CH3:6])([CH3:7])([CH3:8])[O:9][C:10](=[O:11])[O:12][C:13]([O-:14])=[O:15].[CH3:16][OH:17].[N:1](=[N+:2]=[N-:3])[OH:4].[OH-:18].[OH-:19].[Pd+2:20]>>[NH:1]([OH:4])[C:10]([O:9][C:5]([CH3:6])([CH3:7])[CH3:8])=[O:11]. Starting materials: Cl.C(C)O[C@@H]1C[C@H](NC1)C(=O)O ((2S,4R)-4-Ethoxypyrrolidine-2-carboxylic acid hydrochloride), C([O-])([O-])=O.[K+].[K+] (potassium carbonate), C(OCC1C2=CC=CC=C2C=2C=CC=CC12)(ON1C(CCC1=O)=O)=O ((9H-fluoren-9-yl)methyl (2,5-dioxopyrrolidin-1-yl) carbonate). Solvent: O1CCOCC1 (1,4-dioxane), O (water). Reaction conditions: time 2 hour. Product: C1=CC=CC=2C3=CC=CC=C3C(C12)COC(=O)N1[C@@H](C[C@H](C1)OCC)C(=O)O ((2S,4R)-1-(((9H-fluoren-9-yl)methoxy)carbonyl)-4-ethoxypyrrolidine-2-carboxylic acid). Isolated yield 114.9%. Reaction SMILES: Cl.[CH2:2]([O:4][C@H:5]1[CH2:9][NH:8][C@H:7]([C:10]([OH:12])=[O:11])[CH2:6]1)[CH3:3].C(=O)([O-])[O-].[K+].[K+].[C:19](=O)([O:35]N1C(=O)CCC1=O)[O:20][CH2:21][CH:22]1[C:34]2[CH:33]=[CH:32][CH:31]=[CH:30][C:29]=2[C:28]2[C:23]1=[CH:24][CH:25]=[CH:26][CH:27]=2>O1CCOCC1.O>[CH:33]1[C:34]2[CH:22]([CH2:21][O:20][C:19]([N:8]3[CH2:9][C@H:5]([O:4][CH2:2][CH3:3])[CH2:6][C@H:7]3[C:10]([OH:12])=[O:11])=[O:35])[C:23]3[C:28](=[CH:27][CH:26]=[CH:25][CH:24]=3)[C:29]=2[CH:30]=[CH:31][CH:32]=1 |f:0.1,2.3.4|. Procedure: (2S,4R)-4-Ethoxypyrrolidine-2-carboxylic acid hydrochloride (Compound SP820) (45 g, 230 mmol) was dissolved in a mixture of 1,4-dioxane (500 ml) and water (500 ml), potassium carbonate (79.4 g, 574 mmol) and (9H-fluoren-9-yl)methyl (2,5-dioxopyrrolidin-1-yl) carbonate (Fmoc-OSu, 69.8 g, 207 mmol) were added, and the mixture was stirred at room temperature for 2 hours. The reaction solution was washed with diethyl ether, and the aqueous layer was adjusted to pH 3 with an aqueous potassium bisulfa...